Task: describe an organic reaction: reactants, conditions, products, and yield. Dataset: the Open Reaction Database (ORD), a public repository of structured organic reaction records Product: NCCCNCCCCNC(C(OC)NC(CCCCCCCCNC(=N)N)=O)=O (N-[4-(3-aminopropyl)aminobutyl]-2-(9-guanidinononanamido)-2-methoxyethanamide). The reactants are Cl.Cl.Cl.NCCCNCCCCNC(C(OC)NC(CCCCCCCCNC(=N)N)=O)=O (N-[4-(3-aminopropyl)aminobutyl]-2-(9-guanidinononanamido)-2-methoxyethanamide trihydrochloride), Cl.Cl.Cl.NCCCNCCCCNC(C(O)NC(CCCCCCCCNC(=N)N)=O)=O (N-[4-(3-aminopropyl)aminobutyl]-2-(9-guanidinononanamido)-2-hydroxyethanamide trihydrochloride), Cl.CO (hydrogen chloride methanol). Reaction SMILES: Cl.Cl.Cl.NCCCNCCCCNC(=O)C(NC(=O)CCCCCCCCNC(N)=N)O.Cl.CO.Cl.Cl.Cl.[NH2:39][CH2:40][CH2:41][CH2:42][NH:43][CH2:44][CH2:45][CH2:46][CH2:47][NH:48][C:49](=[O:68])[CH:50]([NH:53][C:54](=[O:67])[CH2:55][CH2:56][CH2:57][CH2:58][CH2:59][CH2:60][CH2:61][CH2:62][NH:63][C:64]([NH2:66])=[NH:65])[O:51][CH3:52]>CO>[NH2:39][CH2:40][CH2:41][CH2:42][NH:43][CH2:44][CH2:45][CH2:46][CH2:47][NH:48][C:49](=[O:68])[CH:50]([NH:53][C:54](=[O:67])[CH2:55][CH2:56][CH2:57][CH2:58][CH2:59][CH2:60][CH2:61][CH2:62][NH:63][C:64]([NH2:66])=[NH:65])[O:51][CH3:52] |f:0.1.2.3,4.5,6.7.8.9|. Isolated yield 65.0%. Conditions: time 8 hour. Reported procedure: To a solution of 160 mg (0.31 mmole) of N-[4-(3-aminopropyl)aminobutyl]-2-(9-guanidinononanamido)-2-hydroxyethanamide trihydrochloride in 3.2 ml of anhydrous methanol was added 0.32 ml of 2N hydrogen chloride-methanol. The mixture was stirred overnight at room temperature. The reaction mixture was concentrated under reduced pressure and the resulting white powder was purified in a manner as that in Example 7, using CM-Sephadex® C-25 (Na-type) and Sephadex® LH-20 to yield 107 mg (65% yield) of a ... Run in CO (methanol). Starting materials: CC(=O)c1cc(Br)ccc1O, CCO, O=Cc1cccc(F)c1, [Na+], [Na+], O, O, O, O, O, O, O, O, O, OB1O[B-]2(O)OB(O)O[B-](O)(O1)O2. The product is O=C1CC(c2cccc(F)c2)Oc2ccc(Br)cc21. As a reaction SMILES: [Br:1][c:2]1[cH:3][cH:4][c:5]([OH:11])[c:6]([C:8]([CH3:9])=[O:10])[cH:7]1.[CH3:44][CH2:45][OH:46].[F:12][c:13]1[cH:14][c:15]([CH:16]=[O:17])[cH:18][cH:19][cH:20]1.[Na+:21].[Na+:22].[OH2:23].[OH2:24].[OH2:25].[OH2:26].[OH2:27].[OH2:28].[OH2:29].[OH2:30].[OH2:47].[OH:31][B:32]1[O:33][B-:34]2([OH:43])[O:35][B-:36]([OH:41])([O:37][B:38]([OH:40])[O:39]2)[O:42]1>>[Br:1][c:2]1[cH:3][cH:4][c:5]2[c:6]([cH:7]1)[C:8](=[O:10])[CH2:9][CH:16]([c:15]1[cH:14][c:13]([F:12])[cH:20][cH:19][cH:18]1)[O:11]2.